Dataset: the Open Reaction Database (ORD), a public repository of structured organic reaction records. Task: describe an organic reaction: reactants, conditions, products, and yield The reactants are [Br-], CCOc1c(NC(C)(C)C)c(=O)c1=O, NCc1cccc(C(F)(F)F)c1, [K+]. Yields the product CC(C)(C)Nc1c(NCc2cccc(C(F)(F)F)c2)c(=O)c1=O. Reaction SMILES: [Br-:27].[CH2:1]([O:2][c:4]1[c:5](=[O:14])[c:6](=[O:13])[c:7]1[NH:8][C:9]([CH3:10])([CH3:11])[CH3:12])[CH3:3].[F:15][C:16]([c:17]1[cH:18][c:19]([CH2:20][NH2:21])[cH:22][cH:23][cH:24]1)([F:25])[F:26].[K+:28]>>[c:4]1([NH:21][CH2:20][c:19]2[cH:18][c:17]([C:16]([F:15])([F:25])[F:26])[cH:24][cH:23][cH:22]2)[c:5](=[O:14])[c:6](=[O:13])[c:7]1[NH:8][C:9]([CH3:10])([CH3:11])[CH3:12].